From a dataset of the Open Reaction Database (ORD), a public repository of structured organic reaction records. describe an organic reaction: reactants, conditions, products, and yield The reactants are C=O (formaldehyde), OC1=CC(=C(CC2=C(C(=CC(=C2C)CC2=C(C=C(C(=C2)C)O)C)C)O)C=C1C)C (2,4-bis(4-hydroxy-2,5-dimethylbenzyl)-3,6-dimethylphenol), [OH-].[Na+] (sodium hydroxide), O (water), C(C)(=O)O (acetic acid). Run in O1CCCC1 (tetrahydrofurane). Reaction conditions: temperature 40 celsius, time 6 hour. The product is 59.5, OC1=C(C(=C(CC2=C(C(=CC(=C2C)CC2=C(C(=C(C(=C2)C)O)CO)C)C)O)C=C1C)C)CO (2,4-bis(4-hydroxy-3-hydroxymethyl-2,5-dimethylbenzyl)-3,6-dimethylphenol). As a reaction SMILES: [OH:1][C:2]1[C:27]([CH3:28])=[CH:26][C:5]([CH2:6][C:7]2[C:12]([CH3:13])=[C:11]([CH2:14][C:15]3[CH:20]=[C:19]([CH3:21])[C:18]([OH:22])=[CH:17][C:16]=3[CH3:23])[CH:10]=[C:9]([CH3:24])[C:8]=2[OH:25])=[C:4]([CH3:29])[CH:3]=1.[OH-:30].[Na+].O.[CH2:33]=O.[C:35]([OH:38])(=O)C>O1CCCC1>[OH:1][C:2]1[C:27]([CH3:28])=[CH:26][C:5]([CH2:6][C:7]2[C:12]([CH3:13])=[C:11]([CH2:14][C:15]3[CH:20]=[C:19]([CH3:21])[C:18]([OH:22])=[C:17]([CH2:33][OH:30])[C:16]=3[CH3:23])[CH:10]=[C:9]([CH3:24])[C:8]=2[OH:25])=[C:4]([CH3:29])[C:3]=1[CH2:35][OH:38] |f:1.2|. Reported procedure: Into a four-necked flask were charged 58.6 parts of 2,4-bis(4-hydroxy-2,5-dimethylbenzyl)-3,6-dimethylphenol, 21.6 parts of sodium hydroxide, 900 parts of water and 100 parts of tetrahydrofurane andthey were completely dissolved. While stirring at 40° C., 73.0 partsof 37% formaldehyde was added dropwise thereto and the reaction was conducted for 6 hours. After completion of the reaction, 36.0 parts of acetic acid was added for neutralization and then the mixture was cooled to 25° C. Thereafter, ... The reactants are [BH4-], CCO, [Na+], O=C1CCCc2sccc21, O. Yields the product OC1CCCc2sccc21. RXN SMILES: [BH4-:11].[CH3:14][CH2:15][OH:16].[Na+:12].[O:1]=[C:2]1[CH2:3][CH2:4][CH2:5][c:6]2[s:7][cH:8][cH:9][c:10]21.[OH2:13]>>[OH:1][CH:2]1[CH2:3][CH2:4][CH2:5][c:6]2[s:7][cH:8][cH:9][c:10]21. The reactants are O.NN (hydrazine hydrate), ClC1=C(C=CC=C1)C(C1=C(C=CC(=C1)C(F)(F)F)N1C(=NN=C1CN1C(C=2C(C1=O)=CC=CC2)=O)CN(C)C)=O (2'-chloro-5(trifluoromethyl)-2-[3-[(dimethylamino)methyl]-5-(phthalimidomethyl)-4H-1,2,4-triazol-4-yl]benzophenone). Run in C(C)O (ethanol). The product is FC(C=1C=CC2=C(C(=NCC=3N2C(=NN3)CN(C)C)C3=C(C=CC=C3)Cl)C1)(F)F (8-trifluoromethyl-1-[(dimethylamino)methyl]-6-(o-chlorophenyl)-4H-s-triazolo-[4,3-a][1,4]benzodiazepine). Reaction SMILES: [Cl:1][C:2]1[CH:7]=[CH:6][CH:5]=[CH:4][C:3]=1[C:8](=O)[C:9]1[CH:14]=[C:13]([C:15]([F:18])([F:17])[F:16])[CH:12]=[CH:11][C:10]=1[N:19]1[C:23]([CH2:24][N:25]2C(=O)C3=CC=CC=C3C2=O)=[N:22][N:21]=[C:20]1[CH2:36][N:37]([CH3:39])[CH3:38].O.NN>C(O)C>[F:18][C:15]([F:17])([F:16])[C:13]1[CH:12]=[CH:11][C:10]2[N:19]3[C:20]([CH2:36][N:37]([CH3:39])[CH3:38])=[N:21][N:22]=[C:23]3[CH2:24][N:25]=[C:8]([C:3]3[CH:4]=[CH:5][CH:6]=[CH:7][C:2]=3[Cl:1])[C:9]=2[CH:14]=1 |f:1.2|. Procedure: In the manner given in Example 27, 2'-chloro-5(trifluoromethyl)-2-[3-[(dimethylamino)methyl]-5-(phthalimidomethyl)-4H-1,2,4-triazol-4-yl]benzophenone is heated in ethanol with hydrazine hydrate to give 8-trifluoromethyl-1-[(dimethylamino)methyl]-6-(o-chlorophenyl)-4H-s-triazolo-[4,3-a][1,4]benzodiazepine. Reactants: C1(=CC=CC=C1)C1(CC=CC1O)C1=CC=CC=C1 (5,5-diphenyl-2-cyclopenten-1-ol), CS(=O)(=O)Cl (methanesulfonyl chloride), C(C)(C)(C)N (t-butylamine), [I-].[Na+] (sodium iodide). Run in CC(=O)C (acetone), C(C)N(CC)CC (triethylamine), O (water). Conditions: time 10 minute. Product: Cl.C(C)(C)(C)NC1C=CC(C1)(C1=CC=CC=C1)C1=CC=CC=C1 (N-t-butyl-4,4-diphenyl-2-cyclopentenylamine hydrochloride). Reaction SMILES: [C:1]1([C:7]2([C:13]3[CH:18]=[CH:17][CH:16]=[CH:15][CH:14]=3)[CH:11](O)[CH:10]=[CH:9][CH2:8]2)[CH:6]=[CH:5][CH:4]=[CH:3][CH:2]=1.CS([Cl:23])(=O)=O.[I-].[Na+].[C:26]([NH2:30])([CH3:29])([CH3:28])[CH3:27]>CC(C)=O.O.C(N(CC)CC)C>[ClH:23].[C:26]([NH:30][CH:10]1[CH2:11][C:7]([C:13]2[CH:18]=[CH:17][CH:16]=[CH:15][CH:14]=2)([C:1]2[CH:6]=[CH:5][CH:4]=[CH:3][CH:2]=2)[CH:8]=[CH:9]1)([CH3:29])([CH3:28])[CH3:27] |f:2.3,8.9|. Procedure: To a solution of 5,5-diphenyl-2-cyclopenten-1-ol (0.30 g) in acetone were added methanesulfonyl chloride (0.12 ml) and triethylamine (0.21 ml) at 1° C. to 3° C. After being stirred for 15 minutes sodium iodide (0.23 g) was added thereto and the mixture was stirred for 10 minutes. To the mixture was added t-butylamine (2.67 ml) at -1° C. to 2° C. and the mixture was stirred at room temperature overnight. Cold water was added to the mixture and the mixture was extracted with ethyl acetate. The ext... Starting materials: COc1c(C#N)cc2ccccc2c1C(=O)N(C)CC(CC=O)c1ccc(Cl)c(Cl)c1, Nc1ccccc1. The product is COc1c(C#N)cc2ccccc2c1C(=O)N(C)CC(CCNc1ccccc1)c1ccc(Cl)c(Cl)c1. Reaction SMILES: [Cl:1][c:2]1[cH:3][c:4]([CH:9]([CH2:10][N:11]([C:12](=[O:13])[c:14]2[c:15]([O:26][CH3:27])[c:16]([C:24]#[N:25])[cH:17][c:18]3[cH:19][cH:20][cH:21][cH:22][c:23]23)[CH3:28])[CH2:29][CH:30]=[O:31])[cH:5][cH:6][c:7]1[Cl:8].[NH2:32][c:33]1[cH:34][cH:35][cH:36][cH:37][cH:38]1>>[Cl:1][c:2]1[cH:3][c:4]([CH:9]([CH2:10][N:11]([C:12](=[O:13])[c:14]2[c:15]([O:26][CH3:27])[c:16]([C:24]#[N:25])[cH:17][c:18]3[cH:19][cH:20][cH:21][cH:22][c:23]23)[CH3:28])[CH2:29][CH2:30][NH:32][c:33]2[cH:34][cH:35][cH:36][cH:37][cH:38]2)[cH:5][cH:6][c:7]1[Cl:8]. Starting materials: CCN=C=NCCCN(C)C, ClCCl, Cl, O=C(O)CN1CCC(c2ccccc2)(c2ccccc2)C1=O, c1ccc(C2CCNC2)cc1. Product: O=C(CN1CCC(c2ccccc2)(c2ccccc2)C1=O)N1CCC(c2ccccc2)C1. Reaction SMILES: [CH2:35]([N:36]=[C:37]=[N:38][CH2:39][CH2:40][CH2:41][N:42]([CH3:43])[CH3:44])[CH3:45].[Cl:46][CH2:47][Cl:48].[ClH:34].[O:12]=[C:13]1[N:14]([CH2:30][C:31](=[O:32])[OH:33])[CH2:15][CH2:16][C:17]1([c:18]1[cH:19][cH:20][cH:21][cH:22][cH:23]1)[c:24]1[cH:25][cH:26][cH:27][cH:28][cH:29]1.[c:1]1([CH:7]2[CH2:8][NH:9][CH2:10][CH2:11]2)[cH:2][cH:3][cH:4][cH:5][cH:6]1>>[c:1]1([CH:7]2[CH2:8][N:9]([C:31]([CH2:30][N:14]3[C:13](=[O:12])[C:17]([c:18]4[cH:19][cH:20][cH:21][cH:22][cH:23]4)([c:24]4[cH:25][cH:26][cH:27][cH:28][cH:29]4)[CH2:16][CH2:15]3)=[O:32])[CH2:10][CH2:11]2)[cH:2][cH:3][cH:4][cH:5][cH:6]1. The reactants are C(C)(=O)O (acetic acid), solution, [F-].C(CCC)[N+](CCCC)(CCCC)CCCC (tetrabutylammonium fluoride), C1(=CC=CC=C1)SC=1C([C@H]2N(C1C(=O)OCC1=CC=C(C=C1)[N+](=O)[O-])C([C@H]2[C@@H](CO[SiH](C)C)C(C)(C)C)=O)C (p-nitrobenzyl (1RS,5S,6S)-2-phenylthio-6-[(1R)-1-t-butyldimethylsilyl-oxyethyl]-1-methyl-1-carbapen-2-em-3-carboxylate), ice water. Solvent: C(C)(=O)OCC (ethyl acetate), O1CCCC1 (tetrahydrofuran), O1CCCC1 (tetrahydrofuran). Conditions: time 8 hour. Yields the product C1(=CC=CC=C1)SC=1C([C@H]2N(C1C(=O)OCC1=CC=C(C=C1)[N+](=O)[O-])C([C@@H]2[C@@H](C)O)=O)C (p-Nitrobenzyl (1RS,5S,6S)-2-phenylthio-6-[(1R)-1-hydroxyethyl]-1-methyl-1-carbapen-2-em-3-carboxylate). Reaction SMILES: C(O)(=[O:3])C.[F-].C([N+](CCCC)(CCCC)CCCC)CCC.[C:23]1([S:29][C:30]2[CH:31]([CH3:61])[C@@H:32]3[C@H:49]([C@H:50]([C:56](C)(C)C)CO[SiH](C)C)[C:48](=[O:60])[N:33]3[C:34]=2[C:35]([O:37][CH2:38][C:39]2[CH:44]=[CH:43][C:42]([N+:45]([O-:47])=[O:46])=[CH:41][CH:40]=2)=[O:36])[CH:28]=[CH:27][CH:26]=[CH:25][CH:24]=1>O1CCCC1.C(OCC)(=O)C>[C:23]1([S:29][C:30]2[CH:31]([CH3:61])[C@@H:32]3[C@@H:49]([C@H:50]([OH:3])[CH3:56])[C:48](=[O:60])[N:33]3[C:34]=2[C:35]([O:37][CH2:38][C:39]2[CH:44]=[CH:43][C:42]([N+:45]([O-:47])=[O:46])=[CH:41][CH:40]=2)=[O:36])[CH:24]=[CH:25][CH:26]=[CH:27][CH:28]=1 |f:1.2|. Procedure details: 300 μl of acetic acid and 2.1 ml of a 1M solution of tetrabutylammonium fluoride in tetrahydrofuran were added to a solution of 298 mg of p-nitrobenzyl (1RS,5S,6S)-2-phenylthio-6-[(1R)-1-t-butyldimethylsilyl-oxyethyl]-1-methyl-1-carbapen-2-em-3-carboxylate in 6.4 ml of tetrahydrofuran, kept at 0° to 5° C. with ice-water cooling. The mixture was kept stirred overnight at room temperature, and then for 4 hours in an oil bath at 30° C. The reaction mixture was then diluted with ethyl acetate and wa...